This data is from the Open Reaction Database (ORD), a public repository of structured organic reaction records. The task is: describe an organic reaction: reactants, conditions, products, and yield Starting materials: C(C)(=O)N[C@@H]1C[C@H](CC1)OC1=C(C=CC(=C1)F)NC=1C2=C(N=CN1)SC(=C2C)C(=O)O (4-[2-((1S,3S)-3-acetylamino-cyclopentyloxy)-4-fluoro-phenylamino]-5-methyl-thieno[2,3-d]pyrimidine-6-carboxylic acid), NCCO (2-aminoethanol). Product: OCCNC(=O)C1=C(C2=C(N=CN=C2NC2=C(C=C(C=C2)F)O[C@@H]2C[C@H](CC2)NC(C)=O)S1)C (4-[2-((1S,3S)-3-Acetylamino-cyclopentyloxy)-4-fluoro-phenylamino]-5-methyl-thieno[2,3-d]pyrimidine-6-carboxylic acid (2-hydroxy-ethyl)-amide). Reaction SMILES: [C:1]([NH:4][C@H:5]1[CH2:9][CH2:8][C@H:7]([O:10][C:11]2[CH:16]=[C:15]([F:17])[CH:14]=[CH:13][C:12]=2[NH:18][C:19]2[C:20]3[C:27]([CH3:28])=[C:26]([C:29](O)=[O:30])[S:25][C:21]=3[N:22]=[CH:23][N:24]=2)[CH2:6]1)(=[O:3])[CH3:2].[NH2:32][CH2:33][CH2:34][OH:35]>>[OH:35][CH2:34][CH2:33][NH:32][C:29]([C:26]1[S:25][C:21]2[N:22]=[CH:23][N:24]=[C:19]([NH:18][C:12]3[CH:13]=[CH:14][C:15]([F:17])=[CH:16][C:11]=3[O:10][C@H:7]3[CH2:8][CH2:9][C@H:5]([NH:4][C:1](=[O:3])[CH3:2])[CH2:6]3)[C:20]=2[C:27]=1[CH3:28])=[O:30]. Procedure: Synthesized analogously to example 225.3 from 4-[2-((1S,3S)-3-acetylamino-cyclopentyloxy)-4-fluoro-phenylamino]-5-methyl-thieno[2,3-d]pyrimidine-6-carboxylic acid (111 mg) and 2-aminoethanol (18 μl). The reaction mixture was concentrated, the residue was partitioned between DCM and water and the organic layer was dried and concentrated again. The crude was purified by chromatography to give the desired product. Starting materials: Cl (Hydrochloric acid), FC1=C(C(=O)O)C=CN=C1 (3-Fluoro-isonicotinic acid), COC1=CC=C(C=C1)N (p-anisidine), [Li+].C[Si](C)(C)[N-][Si](C)(C)C (LiHMDS). The solvent is C1CCOC1 (THF). Reaction conditions: temperature -78 celsius. Product: COC1=CC=C(C=C1)NC1=C(C(=O)O)C=CN=C1 (3-(4-Methoxy-phenylamino)-isonicotinic acid). Yield: 13.0%. RXN SMILES: F[C:2]1[CH:10]=[N:9][CH:8]=[CH:7][C:3]=1[C:4]([OH:6])=[O:5].[CH3:11][O:12][C:13]1[CH:18]=[CH:17][C:16]([NH2:19])=[CH:15][CH:14]=1.[Li+].C[Si]([N-][Si](C)(C)C)(C)C.Cl>C1COCC1>[CH3:11][O:12][C:13]1[CH:18]=[CH:17][C:16]([NH:19][C:2]2[CH:10]=[N:9][CH:8]=[CH:7][C:3]=2[C:4]([OH:6])=[O:5])=[CH:15][CH:14]=1 |f:2.3|. Procedure details: 3-Fluoro-isonicotinic acid (50 mg, 0.354 mmol) and p-anisidine (44 mg, 0.354 mmol) was added to 2 ml dry THF and the mixture was cooled to −78° C. LiHMDS (1M in THF, 1.24 ml) was added and the mixture was allowed to warm to room temperature over night. Hydrochloric acid (1M in methanol, 5 ml) was added and the volatiles were removed in vacuo. The crude material was purified by preparative RP chromatography to give 11 mg (45 μmol; 13% yield) of pure desired product. LC-MS (method V): rt=1.82 min;... Reactants: CC(C)Cn1ncc2cc(Oc3ccc(F)cc3F)c(Br)cc21, CN(C)CCCN, CC(C)(C)[O-], [Na+], O=C(C=Cc1ccccc1)C=Cc1ccccc1, O=C(C=Cc1ccccc1)C=Cc1ccccc1, C1COCCO1, O=C(C=Cc1ccccc1)C=Cc1ccccc1, [Pd], [Pd], c1ccc(P(c2ccccc2)c2ccc3ccccc3c2-c2c(P(c3ccccc3)c3ccccc3)ccc3ccccc23)cc1. Yields the product CC(C)Cn1ncc2cc(Oc3ccc(F)cc3F)c(NCCCN(C)C)cc21. Reaction SMILES: [Br:1][c:2]1[c:3]([O:15][c:16]2[c:17]([F:23])[cH:18][c:19]([F:22])[cH:20][cH:21]2)[cH:4][c:5]2[cH:6][n:7][n:8]([CH2:11][CH:12]([CH3:13])[CH3:14])[c:9]2[cH:10]1.[CH3:24][N:25]([CH2:26][CH2:27][CH2:28][NH2:29])[CH3:30].[CH3:77][C:78]([CH3:79])([O-:80])[CH3:81].[Na+:82].[O:109]=[C:110]([CH:111]=[CH:112][c:113]1[cH:114][cH:115][cH:116][cH:117][cH:118]1)[CH:119]=[CH:120][c:121]1[cH:122][cH:123][cH:124][cH:125][cH:126]1.[O:127]=[C:128]([CH:129]=[CH:130][c:131]1[cH:132][cH:133][cH:134][cH:135][cH:136]1)[CH:137]=[CH:138][c:139]1[cH:140][cH:141][cH:142][cH:143][cH:144]1.[O:83]1[CH2:84][CH2:85][O:86][CH2:87][CH2:88]1.[O:91]=[C:92]([CH:93]=[CH:94][c:95]1[cH:96][cH:97][cH:98][cH:99][cH:100]1)[CH:101]=[CH:102][c:103]1[cH:104][cH:105][cH:106][cH:107][cH:108]1.[Pd:89].[Pd:90].[cH:31]1[cH:32][cH:33][c:34]([P:35]([c:36]2[cH:37][cH:38][c:39]3[c:40]([cH:41][cH:42][cH:43][cH:44]3)[c:45]2-[c:46]2[c:47]3[c:48]([cH:49][cH:50][cH:51][cH:52]3)[cH:53][cH:54][c:55]2[P:56]([c:57]2[cH:58][cH:59][cH:60][cH:61][cH:62]2)[c:63]2[cH:64][cH:65][cH:66][cH:67][cH:68]2)[c:69]2[cH:70][cH:71][cH:72][cH:73][cH:74]2)[cH:75][cH:76]1>>[c:2]1([NH:29][CH2:28][CH2:27][CH2:26][N:25]([CH3:24])[CH3:30])[c:3]([O:15][c:16]2[c:17]([F:23])[cH:18][c:19]([F:22])[cH:20][cH:21]2)[cH:4][c:5]2[cH:6][n:7][n:8]([CH2:11][CH:12]([CH3:13])[CH3:14])[c:9]2[cH:10]1.